This data is from the Open Reaction Database (ORD), a public repository of structured organic reaction records. The task is: describe an organic reaction: reactants, conditions, products, and yield The reactants are BrC1=CC=CC=C1 (2-bromobenzene), ClC(C)(CCC(C)(Cl)C)C (2,5-dichloro-dimethyl hexane), [Al+3].[Cl-].[Cl-].[Cl-] (AlCl3), Cl (HCl), [Al+3].[Cl-].[Cl-].[Cl-] (AlCl3), ice. Solvent: C(Cl)Cl (CH2Cl2). Reaction conditions: time 2 hour. Product: BrC1=CC=2C(CCC(C2C=C1)(C)C)(C)C (2-bromo-5,5,8,8-tetramethyl-5,6,7,8-tetrahydronaphthalene). The yield is 73.4%. RXN SMILES: [Br:1][C:2]1[CH:7]=[CH:6][CH:5]=[CH:4][CH:3]=1.Cl[C:9]([CH3:17])([CH2:11][CH2:12][C:13]([CH3:16])(Cl)[CH3:14])[CH3:10].[Al+3].[Cl-].[Cl-].[Cl-].Cl>C(Cl)Cl>[Br:1][C:2]1[CH:7]=[CH:6][C:5]2[C:13]([CH3:16])([CH3:14])[CH2:12][CH2:11][C:9]([CH3:17])([CH3:10])[C:4]=2[CH:3]=1 |f:2.3.4.5|. Procedure details: To a solution of 2-bromobenzene (40 g, 255 mmol) and 2,5-dichloro-dimethyl hexane (52.7 g, 280 mmol) in 600 mL anhydrous CH2Cl2 at 5° C. was added, portionwise, AlCl3 (10.2 g, 76 mmol). Upon addition of AlCl3, HCl gas evolution was observed. The solution changed from yellow to reddish orange. The reaction solution was kept at 5-20° C. for two hours and then allowed to stir at room temperature overnight. The reaction mixture was poured into 600 g of ice and extracted with CHCl3 (2×700 mL). The or...